This data is from the Open Reaction Database (ORD), a public repository of structured organic reaction records. The task is: describe an organic reaction: reactants, conditions, products, and yield The reactants are I[Si](C)(C)C (Iodotrimethylsilane), C(C)(C)(C)OC(NC1CC2=C(C=CC=C2CC1)NC=1OC(=CN1)C1=C(C=C(C=C1)C(F)(F)F)F)=O ({8-[5-(2-Fluoro-4-trifluoromethylphenyl)oxazol-2-ylamino]-1,2,3,4-tetrahydro-naphthalen-2-yl}carbamic acid tert-butyl ester). Run in C(Cl)Cl (CH2Cl2), C(Cl)Cl (CH2Cl2). Run at time 15 minute. Product: FC1=C(C=CC(=C1)C(F)(F)F)C1=CN=C(O1)NC1=CC=CC=2CCC(CC12)N (N1-[5-(2-Fluoro-4-trifluoromethylphenyl)oxazol-2-yl]-5,6,7,8-tetrahydro-naphthalene-1,7-diamine). As a reaction SMILES: I[Si](C)(C)C.C(OC(=O)[NH:12][CH:13]1[CH2:22][CH2:21][C:20]2[C:15](=[C:16]([NH:23][C:24]3[O:25][C:26]([C:29]4[CH:34]=[CH:33][C:32]([C:35]([F:38])([F:37])[F:36])=[CH:31][C:30]=4[F:39])=[CH:27][N:28]=3)[CH:17]=[CH:18][CH:19]=2)[CH2:14]1)(C)(C)C>C(Cl)Cl>[F:39][C:30]1[CH:31]=[C:32]([C:35]([F:36])([F:37])[F:38])[CH:33]=[CH:34][C:29]=1[C:26]1[O:25][C:24]([NH:23][C:16]2[C:15]3[CH2:14][CH:13]([NH2:12])[CH2:22][CH2:21][C:20]=3[CH:19]=[CH:18][CH:17]=2)=[N:28][CH:27]=1. Procedure details: Iodotrimethylsilane (52 mg, 0.260 mmol) was added dropwise to a solution of the product of Example 22B (107 mg, 0.218 mmol) in 1 mL CH2Cl2 at ambient temperature. After 15 minutes the reaction was diluted with CH2Cl2 and quenched with 1N aq NaOH solution. The mixture was stirred 15 minutes and then poured into water. The separated organic layer was washed with brine, dried (Na2SO4), filtered and concentrated in vacuo. The crude product was triturated with Et2O/hexanes and the solid collected by ... Reactants: resultant mixture, FC([C@](C(=O)Cl)(C)O[Si](C)(C)C)(F)F ((S)-3,3,3-trifluoro-2-trimethylsilyoxy-2-methylpropanoyl chloride), ClC1=C(N)C=CC=C1C (2-chloro-3-methyl-aniline), N1=CC=CC=C1 (pyridine). Solvent: C(Cl)Cl (DCM), C(Cl)Cl (DCM). Conditions: time 18 hour. The product is ClC1=C(C=CC=C1C)NC([C@@](C(F)(F)F)(C)O)=O ((R)-N-{2-Chloro-3-methylphenyl}-3,3,3-trifluoro-2-hydroxy-2-methylpropanamide). The yield is 69.1%. RXN SMILES: [F:1][C:2]([F:14])([F:13])[C@@:3]([O:8][Si](C)(C)C)([CH3:7])[C:4](Cl)=[O:5].[Cl:15][C:16]1[C:22]([CH3:23])=[CH:21][CH:20]=[CH:19][C:17]=1[NH2:18].N1C=CC=CC=1>C(Cl)Cl>[Cl:15][C:16]1[C:22]([CH3:23])=[CH:21][CH:20]=[CH:19][C:17]=1[NH:18][C:4](=[O:5])[C@:3]([OH:8])([CH3:7])[C:2]([F:14])([F:13])[F:1]. Procedure: A solution of (S)-3,3,3-trifluoro-2-trimethylsilyoxy-2-methylpropanoyl chloride (prepared from (R)-(+)-2-Hydroxy-2-methyl-3,3,3-trifluoropropanoic acid (Method 3) as described in J Med. Chem., 1999, 42, 2741-2746)(17.4 g, 70 mmol) in DCM (50 ml) was added to a stirred mixture of 2-chloro-3-methyl-aniline (WO 9741846; 8.25 g, 141.6 mmol) and pyridine (7.1 ml, 87.5 mmol) in DCM (100 ml). The resultant mixture was stirred at ambient temperature for 24 hours, washed with 1 M hydrochloric acid, satur... Reactants: O=C1Cc2cc3c(cc2C(c2cccc([N+](=O)[O-])c2)=NN1)OCO3, CCO, Cl, NN, O. Yields the product Nc1cccc(C2=NNC(=O)Cc3cc4c(cc32)OCO4)c1. As a reaction SMILES: [CH2:1]1[O:2][c:3]2[c:4]([cH:5][c:6]3[c:7]([cH:23]2)[CH2:8][C:9](=[O:22])[NH:10][N:11]=[C:12]3[c:13]2[cH:14][c:15]([N+:19]([O-:20])=[O:21])[cH:16][cH:17][cH:18]2)[O:24]1.[CH3:29][CH2:30][OH:31].[ClH:28].[NH2:26][NH2:27].[OH2:25]>>[CH2:1]1[O:2][c:3]2[c:4]([cH:5][c:6]3[c:7]([cH:23]2)[CH2:8][C:9](=[O:22])[NH:10][N:11]=[C:12]3[c:13]2[cH:14][c:15]([NH2:19])[cH:16][cH:17][cH:18]2)[O:24]1. The reactants are Intermediate 20, BrC=1C=C(C=CC1C)S(=O)(=O)N(CCC)CCC (3-bromo-4-methyl-N,N-dipropyl-benzenesulfonamide), BrC=1C=C(C=CC1C)S(=O)(=O)N(CCC)CCC (3-bromo-4-methyl-N,N-dipropyl-benzenesulfonamide), C(C)(C)(C)OC(COC1=C(C=C(C=C1)Cl)C#C)=O (tert-butyl(4-chloro-2-ethynylphenoxy)acetate), C(C)(C)(C)OC(COC1=C(C=C(C=C1)Cl)C#C)=O (tert-butyl(4-chloro-2-ethynylphenoxy)acetate). Product: C(C)(C)(C)OC(COC1=C(C=C(C=C1)Cl)C#CC1=C(C=CC(=C1)S(=O)(=O)N(CCC)CCC)C)=O (tert-butyl[4-chloro-2-({5-[(dipropylamino)sulfonyl]-2-methylphenyl]ethynyl)phenoxy}acetate). RXN SMILES: [C:1]([O:5][C:6](=[O:18])[CH2:7][O:8][C:9]1[CH:14]=[CH:13][C:12]([Cl:15])=[CH:11][C:10]=1[C:16]#[CH:17])([CH3:4])([CH3:3])[CH3:2].Br[C:20]1[CH:21]=[C:22]([S:27]([N:30]([CH2:34][CH2:35][CH3:36])[CH2:31][CH2:32][CH3:33])(=[O:29])=[O:28])[CH:23]=[CH:24][C:25]=1[CH3:26]>>[C:1]([O:5][C:6](=[O:18])[CH2:7][O:8][C:9]1[CH:14]=[CH:13][C:12]([Cl:15])=[CH:11][C:10]=1[C:16]#[C:17][C:20]1[CH:21]=[C:22]([S:27]([N:30]([CH2:34][CH2:35][CH3:36])[CH2:31][CH2:32][CH3:33])(=[O:28])=[O:29])[CH:23]=[CH:24][C:25]=1[CH3:26])([CH3:4])([CH3:3])[CH3:2]. Procedure details: Following the general method as outlined in Intermediate 20, starting from (4-chloro-2-ethynyl-phenoxy)-acetic acid tert-butyl ester (Intermediate 3) and 3-bromo-4-methyl-N,N-dipropyl-benzenesulfonamide (Intermediate 148), the title compound was obtained as a yellow sticky solid after purification by flash column chromatography (silica), eluting with cyclohexane containing increasing amounts of EtOAc. The reactants are ClC1=CC(=C(/C=C/C(=O)[O-])C=C1)NS(=O)(=O)C1=CC=CC=C1 (trans 4-chloro-2-(phenylsulfonylamino)cinnamate), [N+](=O)([O-])C1=C(C(CBr)=O)C=CC=C1 (2-nitrophenacyl bromide), C([O-])([O-])=O.[K+].[K+] (potassium carbonate). Solvent: CC(=O)C (acetone). Run at time 18 hour. The product is ClC1=CC=C2C(=C(NC2=C1)C(C1=C(C=CC=C1)[N+](=O)[O-])=O)CC(=O)O ([6-Chloro-2-(2-nitrobenzoyl)-1H-indol-3-yl]acetic Acid). Yield: 16.8%. RXN SMILES: [Cl:1][C:2]1[CH:12]=[CH:11][C:5](/[CH:6]=[CH:7]/[C:8]([O-:10])=[O:9])=[C:4]([NH:13]S(C2C=CC=CC=2)(=O)=O)[CH:3]=1.[N+:23]([C:26]1[CH:35]=[CH:34][CH:33]=[CH:32][C:27]=1[C:28](=[O:31])[CH2:29]Br)([O-:25])=[O:24].C(=O)([O-])[O-].[K+].[K+]>CC(C)=O>[Cl:1][C:2]1[CH:3]=[C:4]2[C:5]([C:6]([CH2:7][C:8]([OH:10])=[O:9])=[C:29]([C:28](=[O:31])[C:27]3[CH:32]=[CH:33][CH:34]=[CH:35][C:26]=3[N+:23]([O-:25])=[O:24])[NH:13]2)=[CH:11][CH:12]=1 |f:2.3.4|. Procedure details: To a mixture of polymer-bound trans 4-chloro-2-(phenylsulfonylamino)cinnamate (step 1, 100 mg, 53 μmol) and 2-nitrophenacyl bromide (39 mg, 0.16 mmol) in acetone (3 ml) was added potassium carbonate (37 mg, 0.27 mmol). The mixture was agitated for 18 h. and filtrated. The residual resin was washed with water (20 ml×3), acetone (20 ml×3), dichloromethane (20 ml×3) and THF (20 ml×2) and dried. The resin was diluted with THF (4 ml) and then DBU was added (40 μl, 0.27 mmol). After agitating for 6 h,... Reactants: CCCC[N+](CCCC)(CCCC)CCCC, CCCCC(C)(CC=CC(=O)N1Cc2ccccc2Oc2ccc(Cl)cc21)O[Si](C)(C)C, [F-]. The product is CCCCC(C)(O)CC=CC(=O)N1Cc2ccccc2Oc2ccc(Cl)cc21. RXN SMILES: [CH2:34]([N+:35]([CH2:36][CH2:37][CH2:38][CH3:39])([CH2:40][CH2:41][CH2:42][CH3:43])[CH2:44][CH2:45][CH2:46][CH3:47])[CH2:48][CH2:49][CH3:50].[Cl:1][c:2]1[cH:3][c:4]2[c:5]([cH:31][cH:32]1)[O:6][c:7]1[c:8]([cH:27][cH:28][cH:29][cH:30]1)[CH2:9][N:10]2[C:11]([CH:12]=[CH:13][CH2:14][C:15]([CH2:16][CH2:17][CH2:18][CH3:19])([O:20][Si:21]([CH3:22])([CH3:23])[CH3:24])[CH3:25])=[O:26].[F-:33]>>[Cl:1][c:2]1[cH:3][c:4]2[c:5]([cH:31][cH:32]1)[O:6][c:7]1[c:8]([cH:27][cH:28][cH:29][cH:30]1)[CH2:9][N:10]2[C:11]([CH:12]=[CH:13][CH2:14][C:15]([CH2:16][CH2:17][CH2:18][CH3:19])([OH:20])[CH3:25])=[O:26]. Starting materials: ClC1=NC=CC=N1 (2-Chloropyrimidine), C(O)CN (ethanolamine). The solvent is O (water). Product: N1=C(N=CC=C1)NCCO (2-(2-Pyrimidinylamino)ethanol), solid. As a reaction SMILES: Cl[C:2]1[N:7]=[CH:6][CH:5]=[CH:4][N:3]=1.[CH2:8]([CH2:10][NH2:11])[OH:9]>O>[N:3]1[CH:4]=[CH:5][CH:6]=[N:7][C:2]=1[NH:11][CH2:10][CH2:8][OH:9]. Reported procedure: 2-Chloropyrimidine (5 g) and ethanolamine (15 ml) were stirred for 2 hours at 140° C. After cooling, the mixture was added to water (200 ml) and continuously extracted with ethyl acetate (500 ml) for 16 hours. The organic extract was dried (MgSO4), filtered and evaporated to dryness. The title compound was obtained as a solid (m.p. 66° C.), following chromatography on silica-gel in 3% methanol in dichloromethane. Starting materials: N1C=CC2=CC=CC=C12 (1H-indole), ClC1=CC=C(C=C1)I (1-chloro-4-iodobenzene). The product is ClC1=CC=C(C=C1)N1C=CC2=CC=CC=C12 (1-(4-CHLOROPHENYL)-1H-INDOLE). Reaction SMILES: [NH:1]1[C:9]2[C:4](=[CH:5][CH:6]=[CH:7][CH:8]=2)[CH:3]=[CH:2]1.[Cl:10][C:11]1[CH:16]=[CH:15][C:14](I)=[CH:13][CH:12]=1>>[Cl:10][C:11]1[CH:16]=[CH:15][C:14]([N:1]2[C:9]3[C:4](=[CH:5][CH:6]=[CH:7][CH:8]=3)[CH:3]=[CH:2]2)=[CH:13][CH:12]=1. Reported procedure: Prepared by Procedure C and Scheme O using 1H-indole and 1-chloro-4-iodobenzene: ESMS m/e: 227.9 (M+H)+. The reactants are C(C)C1=NC2=C(N1CC1=CC=C(C=C1)C1=C(C=CC=C1)C(=O)C(=O)OC)C(=CC=C2)C(=O)OCC (ethyl 2-ethyl-1-[(2'-methoxalylbiphenyl-4-yl)methyl]benzimidazole-7-carboxylate), O.[OH-].[Li+] (lithium hydroxide monohydrate). The product is C(C)C1=NC2=C(N1CC1=CC=C(C=C1)C1=C(C=CC=C1)C(=O)C(=O)O)C(=CC=C2)C(=O)O (2-Ethyl-1-[(2'-oxalobiphenyl-4-yl)methyl]benzimidazole-7-carboxylic acid). Isolated yield 96.6%. Reaction SMILES: [CH2:1]([C:3]1[N:7]([CH2:8][C:9]2[CH:14]=[CH:13][C:12]([C:15]3[CH:20]=[CH:19][CH:18]=[CH:17][C:16]=3[C:21]([C:23]([O:25]C)=[O:24])=[O:22])=[CH:11][CH:10]=2)[C:6]2[C:27]([C:31]([O:33]CC)=[O:32])=[CH:28][CH:29]=[CH:30][C:5]=2[N:4]=1)[CH3:2].O.[OH-].[Li+]>>[CH2:1]([C:3]1[N:7]([CH2:8][C:9]2[CH:10]=[CH:11][C:12]([C:15]3[CH:20]=[CH:19][CH:18]=[CH:17][C:16]=3[C:21]([C:23]([OH:25])=[O:24])=[O:22])=[CH:13][CH:14]=2)[C:6]2[C:27]([C:31]([OH:33])=[O:32])=[CH:28][CH:29]=[CH:30][C:5]=2[N:4]=1)[CH3:2] |f:1.2.3|. Procedure details: 300 mg of ethyl 2-ethyl-1-[(2'-methoxalylbiphenyl-4-yl)methyl]benzimidazole-7-carboxylate [prepared as described in step (b) above] were subjected to hydrolysis using 134 mg of lithium hydroxide monohydrate in the same manner as described in Example 17(b), to give 264 mg of the title compound as a powder, melting at 278°-281° C.